This data is from the Open Reaction Database (ORD), a public repository of structured organic reaction records. The task is: describe an organic reaction: reactants, conditions, products, and yield Reactants: CCN(CC)C(C)C, CCOc1cc([N+](=O)[O-])ccc1C(=O)O, COc1ccc(-c2c[nH]c3ncccc23)cc1OC, ClCCl. Product: CCOc1cc([N+](=O)[O-])ccc1C(=O)n1cc(-c2ccc(OC)c(OC)c2)c2cccnc21. RXN SMILES: [CH2:20]([N:21]([CH:22]([CH3:23])[CH3:24])[CH2:25][CH3:26])[CH3:27].[CH2:28]([CH3:29])[O:30][c:31]1[c:32]([C:33](=[O:34])[OH:35])[cH:36][cH:37][c:38]([N+:40](=[O:41])[O-:42])[cH:39]1.[CH3:1][O:2][c:3]1[cH:4][c:5](-[c:11]2[cH:12][nH:13][c:14]3[n:15][cH:16][cH:17][cH:18][c:19]23)[cH:6][cH:7][c:8]1[O:9][CH3:10].[Cl:43][CH2:44][Cl:45]>>[CH3:1][O:2][c:3]1[cH:4][c:5](-[c:11]2[cH:12][n:13]([C:33]([c:32]3[c:31]([O:30][CH2:28][CH3:29])[cH:39][c:38]([N+:40](=[O:41])[O-:42])[cH:37][cH:36]3)=[O:34])[c:14]3[n:15][cH:16][cH:17][cH:18][c:19]23)[cH:6][cH:7][c:8]1[O:9][CH3:10].